From a dataset of the Open Reaction Database (ORD), a public repository of structured organic reaction records. describe an organic reaction: reactants, conditions, products, and yield Reactants: BrC=1C=CC2=C(N=C(O2)C2=C(C=C(C=C2)S(=O)(=O)C)F)C1 (5-Bromo-2-[2-fluoro-4-(methylsulfonyl)phenyl]benzo[d]oxazole), C(C1=CC=CC=C1)N1CCNCC1 (N-Benzylpiprazine), C(=O)([O-])[O-].[K+].[K+] (K2CO3), C(C)(=O)CC(C)=O (acetyl acetone). Reagents/catalysts: Cl[Cu] (CuCl). The solvent is CN1CCCC1=O (NMP). Conditions: temperature 130 celsius, time 15 hour. Yields the product C(C1=CC=CC=C1)N1CCN(CC1)C=1C=CC2=C(N=C(O2)C2=C(C=C(C=C2)S(=O)(=O)C)F)C1 (5-(4-benzylpiperazin-1-yl)-2-[2-fluoro-4-(methylsulfonyl)phenyl]benzo[d]oxazole). The yield is 40.7%. As a reaction SMILES: Br[C:2]1[CH:3]=[CH:4][C:5]2[O:9][C:8]([C:10]3[CH:15]=[CH:14][C:13]([S:16]([CH3:19])(=[O:18])=[O:17])=[CH:12][C:11]=3[F:20])=[N:7][C:6]=2[CH:21]=1.[CH2:22]([N:29]1[CH2:34][CH2:33][NH:32][CH2:31][CH2:30]1)[C:23]1[CH:28]=[CH:27][CH:26]=[CH:25][CH:24]=1.C([O-])([O-])=O.[K+].[K+].C(CC(=O)C)(=O)C>CN1C(=O)CCC1.Cl[Cu]>[CH2:22]([N:29]1[CH2:34][CH2:33][N:32]([C:2]2[CH:3]=[CH:4][C:5]3[O:9][C:8]([C:10]4[CH:15]=[CH:14][C:13]([S:16]([CH3:19])(=[O:18])=[O:17])=[CH:12][C:11]=4[F:20])=[N:7][C:6]=3[CH:21]=2)[CH2:31][CH2:30]1)[C:23]1[CH:24]=[CH:25][CH:26]=[CH:27][CH:28]=1 |f:2.3.4|. Procedure details: Intermediate 28 (490 mg, 1.32 mmol), N-Benzylpiprazine (280 mg, 1.6 mmol), K2CO3 (190 mg, 1.4 mmol), CuCl (6.5 mg, 0.05 mmol), acetyl acetone (17 mg, 0.12 mmol) were dissolved in NMP (2 ml). This reaction mixture was stirred at 130° C. for 15 h under N2 atmosphere. Work up (EtOAc/H2O) followed by column purification on 60-120 mesh silica gel using a gradient mixture of EtOAc and Petether (1:1) as eluent afforded 5-(4-benzylpiperazin-1-yl)-2-[2-fluoro-4-(methylsulfonyl)phenyl]benzo[d]oxazole (250... The reactants are [N+](=O)([O-])C=1C=CC2=C(C(=C(C(O2)(C)C)CBr)N2C(C=CC=C2)=O)C1 (6-nitro-2,2-dimethyl-3-bromomethyl-4-(2-oxo-1,2-dihydropyridin-1-yl)-2H-1-benzopyran), [OH-].[NH4+] (ammonium hydroxide). The solvent is C(C)O (ethanol). Reaction conditions: time 4 hour. Yields the product [N+](=O)([O-])C=1C=CC2=C(C(=C(C(O2)(C)C)CN)N2C(C=CC=C2)=O)C1 (6-nitro-2,2-dimethyl-3-aminomethyl-4-(2-oxo-1,2-dihydropyridin-1-yl)-2H-1-benzopyran). Reaction SMILES: [N+:1]([C:4]1[CH:5]=[CH:6][C:7]2[O:12][C:11]([CH3:14])([CH3:13])[C:10]([CH2:15]Br)=[C:9]([N:17]3[CH:22]=[CH:21][CH:20]=[CH:19][C:18]3=[O:23])[C:8]=2[CH:24]=1)([O-:3])=[O:2].[OH-].[NH4+:26]>C(O)C>[N+:1]([C:4]1[CH:5]=[CH:6][C:7]2[O:12][C:11]([CH3:14])([CH3:13])[C:10]([CH2:15][NH2:26])=[C:9]([N:17]3[CH:22]=[CH:21][CH:20]=[CH:19][C:18]3=[O:23])[C:8]=2[CH:24]=1)([O-:3])=[O:2] |f:1.2|. Procedure details: A solution of 6-nitro-2,2-dimethyl-3-bromomethyl-4-(2-oxo-1,2-dihydropyridin-1-yl)-2H-1-benzopyran (0.1 g, 0.255 mmol) in ethanol (2 ml) containing concentrated aqueous ammonium hydroxide solution (2 ml) was stirred at room temperature for four hours. The solvent was evaporated and the residue treated with ethanolic hydrochloric acid (2 ml) with heating. Crystallization was induced by addition of diethyl ether, giving 0.07 g of 6-nitro-2,2-dimethyl-3-aminomethyl-4-(2-oxo-1,2-dihydropyridin-1-yl)... Reactants: CN1C(=C(C2=C(C=CC=C12)C1=CC=C(C=C1)O)C)C1=CC=CC=C1 (4-(1,3-dimethyl-2-phenyl-1H-indol-4-yl)-phenol), C(=O)([O-])[O-].[K+].[K+] (K2CO3), BrCC(=O)OC (methyl bromoacetate). The solvent is CC(=O)C (acetone). Product: COC(COC1=CC=C(C=C1)C1=C2C(=C(N(C2=CC=C1)C)C1=CC=CC=C1)C)=O ([4-(1,3-Dimethyl-2-phenyl-1H-indol-4-yl)-phenoxy]-acetic acid methyl ester), product. Yield: 77.8%. RXN SMILES: [CH3:1][N:2]1[C:10]2[C:5](=[C:6]([C:11]3[CH:16]=[CH:15][C:14]([OH:17])=[CH:13][CH:12]=3)[CH:7]=[CH:8][CH:9]=2)[C:4]([CH3:18])=[C:3]1[C:19]1[CH:24]=[CH:23][CH:22]=[CH:21][CH:20]=1.C([O-])([O-])=O.[K+].[K+].Br[CH2:32][C:33]([O:35][CH3:36])=[O:34]>CC(C)=O>[CH3:36][O:35][C:33](=[O:34])[CH2:32][O:17][C:14]1[CH:15]=[CH:16][C:11]([C:6]2[CH:7]=[CH:8][CH:9]=[C:10]3[C:5]=2[C:4]([CH3:18])=[C:3]([C:19]2[CH:24]=[CH:23][CH:22]=[CH:21][CH:20]=2)[N:2]3[CH3:1])=[CH:12][CH:13]=1 |f:1.2.3|. Procedure: The desired product was prepared using a procedure similar to step 1 of example 4. Thus, 4-(1,3-dimethyl-2-phenyl-1H-indol-4-yl)-phenol (0.300 g, 0.957 mmol) was reacted with K2CO3 (0.172 g, 1.244 mmol) and methyl bromoacetate (0.190 g, 1.244 mmol) in acetone (5 ml) to give the product (0.287 g, 0.745 mmol, 78%) as a white solid, mp 110-112° C. Reactants: NC1=NC(=NS1)/C(/C(=O)NC1[C@@H]2N(C(=C(CS2)C=2SC3=C(N2)C=CC=C3)C(=S)OC(C3=CC=CC=C3)C3=CC=CC=C3)C1=O)=N/OC (diphenylmethyl 7-{(Z)-2-(5-amino-1,2,4-thiadiazol-3-yl)-2-methoxyiminoacetamido}-3-(benzothiazol-2-yl)thio-3-cephem-4-carboxylate), [Na] (sodium), Example 1 ( d ). Product: NC1=NC(=NS1)/C(/C(=O)NC1[C@@H]2N(C(=C(CS2)C=2SC3=C(N2)C=CC=C3)C(=S)O)C1=O)=N/OC (7-{(Z)-2-(5-amino-1,2,4-thiadiazol-3-yl)-2-methoxyiminoacetamido}-3-(benzothiazol-2-yl)thio-3-cephem-4-carboxylic acid). Yield: 55.5%. Reaction SMILES: [NH2:1][C:2]1[S:6][N:5]=[C:4](/[C:7](=[N:45]/[O:46][CH3:47])/[C:8]([NH:10][CH:11]2[C:43](=[O:44])[N:13]3[C:14]([C:27]([O:29]C(C4C=CC=CC=4)C4C=CC=CC=4)=[S:28])=[C:15]([C:18]4[S:19][C:20]5[CH:26]=[CH:25][CH:24]=[CH:23][C:21]=5[N:22]=4)[CH2:16][S:17][C@H:12]23)=[O:9])[N:3]=1.[Na]>>[NH2:1][C:2]1[S:6][N:5]=[C:4](/[C:7](=[N:45]/[O:46][CH3:47])/[C:8]([NH:10][CH:11]2[C:43](=[O:44])[N:13]3[C:14]([C:27]([OH:29])=[S:28])=[C:15]([C:18]4[S:19][C:20]5[CH:26]=[CH:25][CH:24]=[CH:23][C:21]=5[N:22]=4)[CH2:16][S:17][C@H:12]23)=[O:9])[N:3]=1 |^1:47|. Procedure: Using 324 mg of diphenylmethyl 7-{(Z)-2-(5-amino-1,2,4-thiadiazol-3-yl)-2-methoxyiminoacetamido}-3-(benzothiazol-2-yl)thio-3-cephem-4-carboxylate, the reaction and purification process of Inventive Example 1 (d) was repeated to obtain 137 mg of the title compound as a sodium salt (yield, 64%). Reported procedure: Prepared by proceeding in a similar manner to Intermediate 1, starting from methyl 7-(2-bromo-4-fluorobenzenesulfonylamino]-2,3,9,9a-tetrahydro-1H-pyrrolo[1,2-a]indole-8-carboxylate (Intermediate 28) and N,N-diethyl-N—((Z)-1-tributyl-stannanylprop-1-en-3-yl)-amine (Intermediate 3). Reactants: C(C)N(C\C=C/C1=C(C=CC(=C1)F)S(=O)(=O)NC1=CC=C2C(OC[C@@H]3N2CCC3)=C1C(=O)OC)CC (methyl (R)-7-[2-((Z)-3-diethylaminoprop-1-enyl)-4-fluorobenzene-sulfonylamino]-2,3,3a,4-tetrahydro-1H-benzo[b]pyrrolo[1,2-d][1,4]oxazine-6-carboxylate), C(C)N(C\C=C/[Sn](CCCC)(CCCC)CCCC)CC (N,N-diethyl-N—((Z)-1-tributylstannanylprop-1-en-3-yl)-amine), C(C)N(C\C=C/[Sn](CCCC)(CCCC)CCCC)CC (N,N-diethyl-N—((Z)-1-tributylstannanylprop-1-en-3-yl)-amine), BrC1=C(C=CC(=C1)F)S(=O)(=O)NC1=C(C=2CC3N(C2C=C1)CCC3)C(=O)OC (methyl 7-(2-bromo-4-fluorobenzenesulfonylamino]-2,3,9,9a-tetrahydro-1H-pyrrolo[1,2-a]indole-8-carboxylate), BrC1=C(C=CC(=C1)F)S(=O)(=O)NC1=C(C=2CC3N(C2C=C1)CCC3)C(=O)OC (methyl 7-(2-bromo-4-fluorobenzenesulfonylamino]-2,3,9,9a-tetrahydro-1H-pyrrolo[1,2-a]indole-8-carboxylate). As a reaction SMILES: [CH2:1]([N:3]([CH2:35][CH3:36])[CH2:4]/[CH:5]=[CH:6]\[C:7]1[CH:12]=[C:11]([F:13])[CH:10]=[CH:9][C:8]=1[S:14]([NH:17][C:18]1[C:30]([C:31]([O:33][CH3:34])=[O:32])=[C:22]2O[CH2:24][C@H:25]3[CH2:29][CH2:28][CH2:27][N:26]3[C:21]2=[CH:20][CH:19]=1)(=[O:16])=[O:15])[CH3:2].BrC1C=C(F)C=CC=1S(NC1C=CC2N3CCCC3CC=2C=1C(OC)=O)(=O)=O.C(N(CC)C/C=C\[Sn](CCCC)(CCCC)CCCC)C>>[CH2:1]([N:3]([CH2:35][CH3:36])[CH2:4]/[CH:5]=[CH:6]\[C:7]1[CH:12]=[C:11]([F:13])[CH:10]=[CH:9][C:8]=1[S:14]([NH:17][C:18]1[CH:19]=[CH:20][C:21]2[N:26]3[CH2:27][CH2:28][CH2:29][CH:25]3[CH2:24][C:22]=2[C:30]=1[C:31]([O:33][CH3:34])=[O:32])(=[O:16])=[O:15])[CH3:2]. The product is C(C)N(C\C=C/C1=C(C=CC(=C1)F)S(=O)(=O)NC1=C(C=2CC3N(C2C=C1)CCC3)C(=O)OC)CC (Methyl 7-[2-((Z)-3-diethylaminoprop-1-en-1-yl)-4-fluorobenzenesulfonylamino]-2,3,9,9a-tetrahydro-1H-pyrrolo[1,2-a]indole-8-carboxylate). The reactants are compound, [N+](=O)([O-])C1=C(C=C(N)C=C1)C(F)(F)F (4-nitro-3-trifluoromethylaniline), C(=O)NNC=O (1,2-diformylhydrazine). Product: [N+](=O)([O-])C1=C(C=C(C=C1)N1C=NN=C1)C(F)(F)F (4-(4-Nitro-3-trifluoromethylphenyl)-1,2,4-triazole). Reaction SMILES: [N+:1]([C:4]1[CH:10]=[CH:9][C:7]([NH2:8])=[CH:6][C:5]=1[C:11]([F:14])([F:13])[F:12])([O-:3])=[O:2].[CH:15]([NH:17][NH:18][CH:19]=O)=O>>[N+:1]([C:4]1[CH:10]=[CH:9][C:7]([N:8]2[CH:19]=[N:18][N:17]=[CH:15]2)=[CH:6][C:5]=1[C:11]([F:12])([F:13])[F:14])([O-:3])=[O:2]. Procedure details: The following compound m.p. 100°, was prepared similarly to the previous Preparation using 4-nitro-3-trifluoromethylaniline and 1,2-diformylhydrazine as the starting materials: ##STR126##